describe an organic reaction: reactants, conditions, products, and yield From a dataset of the Open Reaction Database (ORD), a public repository of structured organic reaction records. Reactants: CI, Clc1nc2ccccc2[nH]1, [H-], [Na+], CN(C)C=O. Yields the product Cn1c(Cl)nc2ccccc21. Reaction SMILES: [CH3:13][I:14].[Cl:1][c:2]1[nH:3][c:4]2[c:5]([n:6]1)[cH:7][cH:8][cH:9][cH:10]2.[H-:12].[Na+:11].[O:15]=[CH:16][N:17]([CH3:18])[CH3:19]>>[Cl:1][c:2]1[n:3][c:4]2[c:5]([n:6]1[CH3:13])[cH:7][cH:8][cH:9][cH:10]2. Starting materials: [H-].[Na+] (Sodium hydride), C(#N)C=1C=CC2=C([C@H]([C@@H](C(O2)(C)C)Br)O)C1 ((±)-6-cyano-3,4-dihydro-2,2-dimethyl-trans-3-bromo-4-hydroxy-2H-1-benzopyran), [H-].[Na+] (sodium hydride), C[Si](OC1C(NCC1)=O)(C)C (3-trimethylsilyloxy-2-pyrrolidinone), 3,4-epoxide, O (water). Solvent: CS(=O)C (DMSO), CS(=O)C (DMSO). Reaction conditions: time 22 hour. Product: C(#N)C=1C=CC2=C([C@H]([C@@H](C(O2)(C)C)O)N2C(C(CC2)O)=O)C1 ((±)-Trans-6-Cyano-3,4-dihydro-2,2-dimethyl-4-(3-hydroxy-2-oxo-1-pyrrolidinyl)-2H-1-benzopyran-3-ol). As a reaction SMILES: [H-].[Na+].[C:3]([C:5]1[CH:6]=[CH:7][C:8]2[O:13][C:12]([CH3:15])([CH3:14])[C@@H:11](Br)[C@H:10](O)[C:9]=2[CH:18]=1)#[N:4].C[Si](C)(C)[O:21][CH:22]1[CH2:26][CH2:25][NH:24][C:23]1=[O:27].[OH2:30]>CS(C)=O>[C:3]([C:5]1[CH:6]=[CH:7][C:8]2[O:13][C:12]([CH3:15])([CH3:14])[C@@H:11]([OH:30])[C@H:10]([N:24]3[CH2:25][CH2:26][CH:22]([OH:21])[C:23]3=[O:27])[C:9]=2[CH:18]=1)#[N:4] |f:0.1|. Procedure: Sodium hydride (80% dispersion in oil, 1.6 g) was added to a solution of (±)-6-cyano-3,4-dihydro-2,2-dimethyl-trans-3-bromo-4-hydroxy-2H-1-benzopyran (14.86 g) in DMSO (100 mL) and the mixture stirred under a dry atmosphere for 45 min when a solution of the 3,4-epoxide resulted. The solution was then cooled to ca 10° C. before 3-trimethylsilyloxy-2-pyrrolidinone (12.86 g) was added along with further DMSO (20 mL) and sodium hydride (2.35 g). The mixture was stirred at room temperature for 22 h a...